This data is from the Open Reaction Database (ORD), a public repository of structured organic reaction records. The task is: describe an organic reaction: reactants, conditions, products, and yield The reactants are ClC=1N=C(SC1C=O)\N=N\C1=CC=C(C=C1)N(CCO)CC (4-chloro-2-((E)-{4-[ethyl(2-hydroxyethyl)amino]phenyl}-diazenyl)-1,3-thiazole-5-carbaldehyde), C1(CC(C2=CC=CC=C12)=O)=O (1H-indene-1,3(2H)-dione). Run at time 6 hour. The product is ClC=1N=C(SC1C=C1C(C2=CC=CC=C2C1=O)=O)\N=N\C1=CC=C(C=C1)N(CCO)CC (2-{[4-chloro-2-((E)-{4-[ethyl(2-hydroxyethyl)amino]-phenyl}diazenyl)-1,3-thiazol-5-yl]methylidene}-1H-indene-1,3(2H)-dione). RXN SMILES: [Cl:1][C:2]1[N:3]=[C:4](/[N:9]=[N:10]/[C:11]2[CH:16]=[CH:15][C:14]([N:17]([CH2:21][CH3:22])[CH2:18][CH2:19][OH:20])=[CH:13][CH:12]=2)[S:5][C:6]=1[CH:7]=O.[C:23]1(=[O:33])[C:31]2[C:26](=[CH:27][CH:28]=[CH:29][CH:30]=2)[C:25](=[O:32])[CH2:24]1>>[Cl:1][C:2]1[N:3]=[C:4](/[N:9]=[N:10]/[C:11]2[CH:16]=[CH:15][C:14]([N:17]([CH2:21][CH3:22])[CH2:18][CH2:19][OH:20])=[CH:13][CH:12]=2)[S:5][C:6]=1[CH:7]=[C:24]1[C:23](=[O:33])[C:31]2[C:26](=[CH:27][CH:28]=[CH:29][CH:30]=2)[C:25]1=[O:32]. Procedure: 3.5 g (10.33 mmol) 4-chloro-2-((E)-{4-[ethyl(2-hydroxyethyl)amino]phenyl}-diazenyl)-1,3-thiazole-5-carbaldehyde and 2.33 g (15.50 mmol) 1H-indene-1,3(2H)-dione were dissolved in 90 ml ethanole and stirred under reflux. After 6 hours the mixture was allowed to cool to room temperature. The formed precipitate was filtered, washed with ethanol and dried in vacuum at 40° C. to obtain a dark powder. The reactants are Cc1cc2c(C(F)(F)F)c(C#N)ccc2n1C(C)CO, Oc1cccnc1. Product: Cc1cc2c(C(F)(F)F)c(C#N)ccc2n1C(C)COc1cccnc1. As a reaction SMILES: [OH:1][CH2:2][CH:3]([CH3:4])[n:5]1[c:6]([CH3:20])[cH:7][c:8]2[c:9]([C:16]([F:17])([F:18])[F:19])[c:10]([C:14]#[N:15])[cH:11][cH:12][c:13]12.[n:21]1[cH:22][c:23]([OH:27])[cH:24][cH:25][cH:26]1>>[O:1]([CH2:2][CH:3]([CH3:4])[n:5]1[c:6]([CH3:20])[cH:7][c:8]2[c:9]([C:16]([F:17])([F:18])[F:19])[c:10]([C:14]#[N:15])[cH:11][cH:12][c:13]12)[c:23]1[cH:22][n:21][cH:26][cH:25][cH:24]1. The reactants are COC1=NS(N=C1OC)=O (3,4-dimethoxy-1,2,5-thiadiazole-1-oxide), N1(CCCCC1)CC#CCCCCN (7-(Piperidino)hept-5-ynylamine). Run in CO (methanol), CO (methanol). Conditions: temperature 0 celsius, time 30 minute. The product is COC1=NS(N=C1NCCCCC#CCN1CCCCC1)=O (3-methoxy-4-[7-(piperidino)hept-5-ynylamino]-1,2,5-thiadiazole-1-oxide). As a reaction SMILES: [CH3:1][O:2][C:3]1[C:7](OC)=[N:6][S:5](=[O:10])[N:4]=1.[N:11]1([CH2:17][C:18]#[C:19][CH2:20][CH2:21][CH2:22][CH2:23][NH2:24])[CH2:16][CH2:15][CH2:14][CH2:13][CH2:12]1>CO>[CH3:1][O:2][C:3]1[C:7]([NH:24][CH2:23][CH2:22][CH2:21][CH2:20][C:19]#[C:18][CH2:17][N:11]2[CH2:12][CH2:13][CH2:14][CH2:15][CH2:16]2)=[N:6][S:5](=[O:10])[N:4]=1. Procedure details: A solution of 3,4-dimethoxy-1,2,5-thiadiazole-1-oxide (2.0 g) in methanol (100 ml) was cooled to 0° C. 7-(Piperidino)hept-5-ynylamine (2.5 g) in methanol (50 ml) was added dropwise with stirring over 30 minutes maintaining the reaction temperature at 0° C. The reaction mixture was stirred at 0° C. for a further 2 hours to give a solution of 3-methoxy-4-[7-(piperidino)hept-5-ynylamino]-1,2,5-thiadiazole-1-oxide. Ammonia gas was bubbled through this solution for 30 minutes and the mixture allowed ... Reactants: [S-]C#N.[NH4+] (ammonium thiocyanate), Cl.COC(=O)C=1C=C2CCNCC2=CC1 (6-methoxycarbonyl-1,2,3,4-tetrahydroisoquinoline hydrochloride), C1CCOC1 (THF). The solvent is CCOC(=O)C (EtOAc). Conditions: temperature 100 celsius. Yields the product NC(=S)N1CC2=CC=C(C=C2CC1)C(=O)OC (methyl 2-(aminocarbonothioyl)-1,2,3,4-tetrahydroisoquinoline-6-carboxylate). The yield is 100.1%. Reaction SMILES: [S-:1][C:2]#[N:3].[NH4+].Cl.[CH3:6][O:7][C:8]([C:10]1[CH:11]=[C:12]2[C:17](=[CH:18][CH:19]=1)[CH2:16][NH:15][CH2:14][CH2:13]2)=[O:9].C1COCC1>CCOC(C)=O>[NH2:3][C:2]([N:15]1[CH2:14][CH2:13][C:12]2[C:17](=[CH:18][CH:19]=[C:10]([C:8]([O:7][CH3:6])=[O:9])[CH:11]=2)[CH2:16]1)=[S:1] |f:0.1,2.3|. Procedure: A mixture of ammonium thiocyanate (0.105 g, 1.384 mmol), 6-methoxycarbonyl-1,2,3,4-tetrahydroisoquinoline hydrochloride (0.3 g, 1.3176 mmol) and THF (2 mL) was heated in a CEM microwave reactor for 1 h at 100° C. Upon cooling to room temperature, the reaction mixture was diluted with EtOAc, and washed with H2O, 1 N HCl, saturated aqueous NaHCO3 and brine respectively, dried over anhydrous MgSO4, and concentrated under reduced pressure to afford methyl 2-(aminocarbonothioyl)-1,2,3,4-tetrahydroiso... Starting materials: SCc1ccccc1, CCO, [K+], Nc1cc(Cl)ccc1[N+](=O)[O-], [OH-], O. The product is Nc1cc(SCc2ccccc2)ccc1[N+](=O)[O-]. As a reaction SMILES: [CH2:14]([c:15]1[cH:16][cH:17][cH:18][cH:19][cH:20]1)[SH:21].[CH3:23][CH2:24][OH:25].[K+:13].[N+:1](=[O:2])([O-:3])[c:4]1[c:5]([NH2:6])[cH:7][c:8]([Cl:11])[cH:9][cH:10]1.[OH-:12].[OH2:22]>>[N+:1](=[O:2])([O-:3])[c:4]1[c:5]([NH2:6])[cH:7][c:8]([S:21][CH2:14][c:15]2[cH:16][cH:17][cH:18][cH:19][cH:20]2)[cH:9][cH:10]1. The reactants are C(C)N(CCO)CCO (ethyldiethanolamine), C1(=CC=C(C=C1)S(=O)(=O)OC)C (methyl para-toluene sulfonate). Run at temperature 150 celsius. The product is C1(=CC=C(C=C1)S(=O)(=O)[O-])C.C[N+](CCO)(CCO)CC (Methyl-ethyl di (βhydroxyethyl) ammonium para-toluene sulfonate). Reaction SMILES: [CH2:1]([N:3]([CH2:7][CH2:8][OH:9])[CH2:4][CH2:5][OH:6])[CH3:2].[C:10]1([CH3:21])[CH:15]=[CH:14][C:13]([S:16]([O:19]C)(=[O:18])=[O:17])=[CH:12][CH:11]=1>>[C:10]1([CH3:21])[CH:11]=[CH:12][C:13]([S:16]([O-:19])(=[O:17])=[O:18])=[CH:14][CH:15]=1.[CH3:10][N+:3]([CH2:1][CH3:2])([CH2:7][CH2:8][OH:9])[CH2:4][CH2:5][OH:6] |f:2.3|. Reported procedure: Methyl-ethyl di (βhydroxyethyl) ammonium para-toluene sulfonate (C) is prepared by slowly adding ethyldiethanolamine to methyl para-toluene sulfonate in equal molecular quantity and by heating to 150°C for 2 hours. The reactants are Cc1cc(C)c(CN)c(C)c1, CC(=O)O, [Na+], Nc1nc2ccc(Sc3cccc(C4OCCCO4)c3)cc2cc1CC1CCOCC1, [OH-]. The product is Cc1cc(C)c(CNCc2cccc(Sc3ccc4nc(N)c(CC5CCOCC5)cc4c3)c2)c(C)c1. Reaction SMILES: [CH3:32][c:33]1[c:34]([CH2:35][NH2:36])[c:37]([CH3:42])[cH:38][c:39]([CH3:41])[cH:40]1.[CH3:45][C:46](=[O:47])[OH:48].[Na+:44].[O:1]1[CH:2]([c:7]2[cH:8][c:9]([S:13][c:14]3[cH:15][c:16]4[cH:17][c:18]([CH2:25][CH:26]5[CH2:27][CH2:28][O:29][CH2:30][CH2:31]5)[c:19]([NH2:24])[n:20][c:21]4[cH:22][cH:23]3)[cH:10][cH:11][cH:12]2)[O:6][CH2:5][CH2:4][CH2:3]1.[OH-:43]>>[CH2:2]([c:7]1[cH:8][c:9]([S:13][c:14]2[cH:15][c:16]3[cH:17][c:18]([CH2:25][CH:26]4[CH2:27][CH2:28][O:29][CH2:30][CH2:31]4)[c:19]([NH2:24])[n:20][c:21]3[cH:22][cH:23]2)[cH:10][cH:11][cH:12]1)[NH:36][CH2:35][c:34]1[c:33]([CH3:32])[cH:40][c:39]([CH3:41])[cH:38][c:37]1[CH3:42]. Starting materials: FC(C(=O)O)(F)F.FC(C(=O)O)(F)F.COC=1C=CC(=C2C=CN(C12)S(=O)(=O)C1=CC=CC=C1)CN1CCNCC1 (7-Methoxy-1-(phenylsulfonyl)-4-(piperazin-1-ylmethyl)-1H-indole bis(trifluoroacetate)), N1CCNCC1 (piperazine), C[Si](C)(C)C#N (Trimethylsilyl cyanide). The solvent is CO (methanol). Yields the product FC(C(=O)O)(F)F.COC=1C=CC(=C2C=CN(C12)S(=O)(=O)C1=CC=CC=C1)C(C#N)N1CCNCC1 ([7-Methoxy-1-(phenylsulfonyl)-1H-indol-4-yl](piperazin-1-yl)acetonitrile trifluoroacetate). As a reaction SMILES: [F:1][C:2]([F:7])([F:6])[C:3]([OH:5])=[O:4].FC(F)(F)C(O)=O.[CH3:15][O:16][C:17]1[CH:18]=[CH:19][C:20]([CH2:35][N:36]2[CH2:41][CH2:40][NH:39][CH2:38][CH2:37]2)=[C:21]2[C:25]=1[N:24]([S:26]([C:29]1[CH:34]=[CH:33][CH:32]=[CH:31][CH:30]=1)(=[O:28])=[O:27])[CH:23]=[CH:22]2.[NH:42]1CCNC[CH2:43]1.C[Si](C#N)(C)C>CO>[F:1][C:2]([F:7])([F:6])[C:3]([OH:5])=[O:4].[CH3:15][O:16][C:17]1[CH:18]=[CH:19][C:20]([CH:35]([N:36]2[CH2:41][CH2:40][NH:39][CH2:38][CH2:37]2)[C:43]#[N:42])=[C:21]2[C:25]=1[N:24]([S:26]([C:29]1[CH:30]=[CH:31][CH:32]=[CH:33][CH:34]=1)(=[O:28])=[O:27])[CH:23]=[CH:22]2 |f:0.1.2,6.7|. Procedure details: 1-Benzenesulfonyl-7-methoxy-1H-indole-4-carbaldehyde (50 mg, 0.2 mmol, prepared as in Example 79), piperazine (28 mg, 0.3 mmol) and methanol (0.5 mL) was charged into a tube suitable for microwave irradiation. The mixture was heated at 100° for 1 min in the microwave oven. Trimethylsilyl cyanide (21 μl, 0.2 mmol) was added and the heat treatment, 100° 1 min, was repeated. LCMS indicated the formation of expected product. The crude product was purified using prep LC on a YMC column (24-52% MeCN o... Reaction SMILES: [B:25]([O-:26])([O-:41])[O:42][c:27]1[cH:28][cH:29][c:30]([O:33][CH:34]([CH3:35])[O:36][CH2:37][CH2:38][CH2:39][CH3:40])[cH:31][cH:32]1.[Br:1][c:2]1[cH:3][cH:4][c:5]2[c:6]([cH:24]1)[CH:7]=[C:8]([C:21](=[O:22])[OH:23])[CH2:9][CH2:10][N:11]2[CH2:12][c:13]1[cH:14][cH:15][c:16]([O:19][CH3:20])[cH:17][cH:18]1.[C:43](=[O:44])([O-:45])[O-:46].[CH3:50][c:51]1[cH:52][cH:53][cH:54][cH:55][cH:56]1.[CH3:58][CH2:59][OH:60].[ClH:49].[K+:47].[K+:48].[OH2:57]>>[c:2]1(-[c:27]2[cH:28][cH:29][c:30]([O:33][CH:34]([CH3:35])[O:36][CH2:37][CH2:38][CH2:39][CH3:40])[cH:31][cH:32]2)[cH:3][cH:4][c:5]2[c:6]([cH:24]1)[CH:7]=[C:8]([C:21](=[O:22])[OH:23])[CH2:9][CH2:10][N:11]2[CH2:12][c:13]1[cH:14][cH:15][c:16]([O:19][CH3:20])[cH:17][cH:18]1. Yields the product CCCCOC(C)Oc1ccc(-c2ccc3c(c2)C=C(C(=O)O)CCN3Cc2ccc(OC)cc2)cc1. The reactants are CCCCOC(C)Oc1ccc(OB([O-])[O-])cc1, COc1ccc(CN2CCC(C(=O)O)=Cc3cc(Br)ccc32)cc1, O=C([O-])[O-], Cc1ccccc1, CCO, Cl, [K+], [K+], O. The reactants are COC(=O)COc1ccc(F)c2nc(C3CC3)c(Cc3ccc(-n4cccn4)cc3)c(C)c12, Cl, [Li+], C1CCOC1, [OH-], O. Yields the product Cc1c(Cc2ccc(-n3cccn3)cc2)c(C2CC2)nc2c(F)ccc(OCC(=O)O)c12. RXN SMILES: [CH3:1][O:2][C:3]([CH2:4][O:5][c:6]1[c:7]2[c:8]([CH3:32])[c:9]([CH2:20][c:21]3[cH:22][cH:23][c:24](-[n:27]4[n:28][cH:29][cH:30][cH:31]4)[cH:25][cH:26]3)[c:10]([CH:17]3[CH2:18][CH2:19]3)[n:11][c:12]2[c:13]([F:16])[cH:14][cH:15]1)=[O:33].[ClH:36].[Li+:34].[O:37]1[CH2:38][CH2:39][CH2:40][CH2:41]1.[OH-:35].[OH2:42]>>[O:2]=[C:3]([CH2:4][O:5][c:6]1[c:7]2[c:8]([CH3:32])[c:9]([CH2:20][c:21]3[cH:22][cH:23][c:24](-[n:27]4[n:28][cH:29][cH:30][cH:31]4)[cH:25][cH:26]3)[c:10]([CH:17]3[CH2:18][CH2:19]3)[n:11][c:12]2[c:13]([F:16])[cH:14][cH:15]1)[OH:33].